This data is from the Open Reaction Database (ORD), a public repository of structured organic reaction records. The task is: describe an organic reaction: reactants, conditions, products, and yield Starting materials: CCOC(C)=O, CCCCCC, CCCCCC, C1CCCCCC2(CCCCC1)CO2. Product: O=CC1CCCCCCCCCCC1. RXN SMILES: [C:21]([O:22][CH2:23][CH3:24])(=[O:25])[CH3:26].[CH3:15][CH2:16][CH2:17][CH2:18][CH2:19][CH3:20].[CH3:27][CH2:28][CH2:29][CH2:30][CH2:31][CH3:32].[O:1]1[CH2:2][C:3]12[CH2:4][CH2:5][CH2:6][CH2:7][CH2:8][CH2:9][CH2:10][CH2:11][CH2:12][CH2:13][CH2:14]2>>[O:1]=[CH:2][CH:3]1[CH2:4][CH2:5][CH2:6][CH2:7][CH2:8][CH2:9][CH2:10][CH2:11][CH2:12][CH2:13][CH2:14]1. The reactants are Br.ClC1=CC=C(CCN2C(CCCC2)CC(C2=CC=CC=C2)(C2=CC=CC=C2)C#N)C=C1 (1-(4-chlorophenethyl)-2-(2-cyano-2,2-diphenylethyl)piperidine hydrobromide), C([O-])([O-])=O.[K+].[K+] (potassium carbonate). Run in S(O)(O)(=O)=O (sulphuric acid). Product: C(N)(=O)C(CC1N(CCCC1)CCC1=CC=C(C=C1)Cl)(C1=CC=CC=C1)C1=CC=CC=C1 (2-(2-Carbamoyl-2,2-diphenylethyl)-1-(4-chlorophenethyl)piperidine). Yield: 65.0%. RXN SMILES: Br.[Cl:2][C:3]1[CH:32]=[CH:31][C:6]([CH2:7][CH2:8][N:9]2[CH2:14][CH2:13][CH2:12][CH2:11][CH:10]2[CH2:15][C:16]([C:29]#[N:30])([C:23]2[CH:28]=[CH:27][CH:26]=[CH:25][CH:24]=2)[C:17]2[CH:22]=[CH:21][CH:20]=[CH:19][CH:18]=2)=[CH:5][CH:4]=1.C(=O)([O-])[O-:34].[K+].[K+]>S(=O)(=O)(O)O>[C:29]([C:16]([C:23]1[CH:24]=[CH:25][CH:26]=[CH:27][CH:28]=1)([C:17]1[CH:18]=[CH:19][CH:20]=[CH:21][CH:22]=1)[CH2:15][CH:10]1[CH2:11][CH2:12][CH2:13][CH2:14][N:9]1[CH2:8][CH2:7][C:6]1[CH:5]=[CH:4][C:3]([Cl:2])=[CH:32][CH:31]=1)(=[O:34])[NH2:30] |f:0.1,2.3.4|. Reported procedure: A solution of 1-(4-chlorophenethyl)-2-(2-cyano-2,2-diphenylethyl)piperidine hydrobromide (Example 26) (122 mg, 0.24 mmol) in 90% sulphuric acid (2 ml) was stirred at 90° C. for 1.5 hours, diluted with ice, basified with excess solid potassium carbonate and extracted into dichloromethane. The combined dichloromethane extracts were dried over sodium sulphate and evaporated. The residue was purified by chromatography on silica using dichloromethane plus 0-5% methanol as eluant. Appropriate fraction... Product: CON(C)C(=O)c1cccc(Cl)c1F. Reaction SMILES: [CH3:13][NH:14][O:15][CH3:16].[Cl:17][C:18]([C:19]([Cl:20])=[O:21])=[O:22].[Cl:1][c:2]1[c:3]([F:11])[c:4]([C:5](=[O:6])[OH:7])[cH:8][cH:9][cH:10]1.[ClH:12].[cH:23]1[cH:24][cH:25][n:26][cH:27][cH:28]1>>[Cl:1][c:2]1[c:3]([F:11])[c:4]([C:5](=[O:6])[N:14]([CH3:13])[O:15][CH3:16])[cH:8][cH:9][cH:10]1. Starting materials: CNOC, O=C(Cl)C(=O)Cl, O=C(O)c1cccc(Cl)c1F, Cl, c1ccncc1. Reactants: CN(C)CC(CC(=O)OCc1ccccc1)NS(=O)(=O)c1ccc(-c2cc(C(F)(F)F)nn2C)s1, CI, ClCCl. The product is Cn1nc(C(F)(F)F)cc1-c1ccc(S(=O)(=O)NC(CC(=O)OCc2ccccc2)C[N+](C)(C)C)s1, [I-]. As a reaction SMILES: [CH3:1][N:2]([CH2:3][CH:4]([CH2:5][C:6](=[O:7])[O:8][CH2:9][c:10]1[cH:11][cH:12][cH:13][cH:14][cH:15]1)[NH:16][S:17](=[O:18])(=[O:19])[c:20]1[s:21][c:22](-[c:25]2[cH:26][c:27]([C:31]([F:32])([F:33])[F:34])[n:28][n:29]2[CH3:30])[cH:23][cH:24]1)[CH3:35].[CH3:36][I:37].[Cl:38][CH2:39][Cl:40]>>[CH3:1][N+:2]([CH2:3][CH:4]([CH2:5][C:6](=[O:7])[O:8][CH2:9][c:10]1[cH:11][cH:12][cH:13][cH:14][cH:15]1)[NH:16][S:17](=[O:18])(=[O:19])[c:20]1[s:21][c:22](-[c:25]2[cH:26][c:27]([C:31]([F:32])([F:33])[F:34])[n:28][n:29]2[CH3:30])[cH:23][cH:24]1)([CH3:35])[CH3:36].[I-:37]. Reactants: ClCCC1OC2=C(C=CC=3C=CC=NC23)C(N(C1)C)=S (2-(2-chloroethyl)-2,3-dihydro-4-methyl-1,4-oxazepino[6,7-h]quinoline-5(4H)-thione), CNC (dimethylamine). Product: Cl.CN(CCC1OC2=C(C=CC=3C=CC=NC23)C(N(C1)C)=S)C (2-[2-(Dimethylamino)ethyl]-2,3-dihydro-4-methyl-1,4-oxazepino[6,7-h]quinoline-5(4H)-thione hydrochloride). As a reaction SMILES: [Cl:1][CH2:2][CH2:3][CH:4]1[CH2:18][N:17]([CH3:19])[C:16](=[S:20])[C:7]2[CH:8]=[CH:9][C:10]3[CH:11]=[CH:12][CH:13]=[N:14][C:15]=3[C:6]=2[O:5]1.[CH3:21][NH:22][CH3:23]>>[ClH:1].[CH3:21][N:22]([CH3:23])[CH2:2][CH2:3][CH:4]1[CH2:18][N:17]([CH3:19])[C:16](=[S:20])[C:7]2[CH:8]=[CH:9][C:10]3[CH:11]=[CH:12][CH:13]=[N:14][C:15]=3[C:6]=2[O:5]1 |f:2.3|. Reported procedure: Following the procedure of Example 31, 2-(2-chloroethyl)-2,3-dihydro-4-methyl-1,4-oxazepino[6,7-h]quinoline-5(4H)-thione is reacted with dimethylamine to give the title compound. Reactants: Grignard reagent, S(=O)(Cl)Cl (thionyl chloride), CN(C1=CC=C(C=C1)Br)C (4-dimethylaminophenyl bromide), [Mg] (magnesium). Run in C1CCOC1 (THF). The product is CN(C1=CC=C(C=C1)S(=O)C1=CC=C(C=C1)N(C)C)C (bis(4-dimethylaminophenyl) sulfoxide). Yield: 33.0%. RXN SMILES: [CH3:1][N:2]([CH3:10])[C:3]1[CH:8]=[CH:7][C:6](Br)=[CH:5][CH:4]=1.[Mg].[S:12](Cl)(Cl)=[O:13]>C1COCC1>[CH3:1][N:2]([CH3:10])[C:3]1[CH:8]=[CH:7][C:6]([S:12]([C:6]2[CH:7]=[CH:8][C:3]([N:2]([CH3:10])[CH3:1])=[CH:4][CH:5]=2)=[O:13])=[CH:5][CH:4]=1. Procedure details: A Grignard reagent was conventionally prepared using 4-dimethylaminophenyl bromide, magnesium, and THF and further reacted with thionyl chloride, obtaining bis(4-dimethylaminophenyl) sulfoxide in a yield of 33%. A solution of 7.0 g (0.024 mol) of the thus obtained bis(4-dimethylaminophenyl) sulfoxide in 100 g of methylene chloride was cooled at -70° C. in a dry ice/methanol bath whereupon with stirring, 6.0 g (0.027 mol) of trimethylsilyl triflate was added dropwise thereto at less -60° C. Reactants: CC1=CC2=C(NN=N2)C(=C1C)[N+](=O)[O-] (5,6-dimethyl-7-nitrobenzotriazole), [H][H] (Hydrogen). Reagents/catalysts: [Pd] (Pd/C). Solvent: C(C)O (ethanol). Product: NC1=C(C(=CC2=C1N(N=N2)C(CC)CC)C)C (7-amino-1-(1-ethylpropyl)-5,6-dimethyl-1H-benzotriazole). The yield is 137.9%. As a reaction SMILES: [CH3:1][C:2]1[C:10]([CH3:11])=[C:9]([N+:12]([O-])=O)[C:5]2[NH:6][N:7]=[N:8][C:4]=2[CH:3]=1.[H][H]>C(O)C.[Pd]>[NH2:12][C:9]1[C:5]2[N:6]([CH:2]([CH2:10][CH3:9])[CH2:3][CH3:4])[N:7]=[N:8][C:4]=2[CH:3]=[C:2]([CH3:1])[C:10]=1[CH3:11]. Procedure details: In a 1 liter Paar hydrogenator is added 3.0 grams of 5,6-dimethyl-7-nitrobenzotriazole in 250 milliliters of absolute ethanol along with 0.5 gram of 5% Pd/C. Hydrogen is introduced at about 40 psi and the reduction is accomplished without heating. The catalyst is removed by filtration and on evaporation of the solvent, 2.5 grams (94%) of the product is isolated, m.p. 114°-117° C. The analytical sample is recrystallized from n-hexane, m.p. 116°-120° C.